This data is from the Open Reaction Database (ORD), a public repository of structured organic reaction records. The task is: describe an organic reaction: reactants, conditions, products, and yield RXN SMILES: C([O:3][C:4](=[O:27])[CH2:5][CH2:6][CH2:7][N:8]1[C:16]([C:17]2[CH:22]=[CH:21][CH:20]=[CH:19][CH:18]=2)=[C:15]2[C:10]([N:11]([CH3:26])[C:12](=[O:25])[N:13]([CH3:24])[C:14]2=[O:23])=[CH:9]1)C.O.[OH-].[Li+]>C1COCC1>[CH3:26][N:11]1[C:10]2=[CH:9][N:8]([CH2:7][CH2:6][CH2:5][C:4]([OH:27])=[O:3])[C:16]([C:17]3[CH:22]=[CH:21][CH:20]=[CH:19][CH:18]=3)=[C:15]2[C:14](=[O:23])[N:13]([CH3:24])[C:12]1=[O:25] |f:2.3|. Conditions: temperature 60 celsius, time 5 hour. Reactants: [OH-].[Li+] (lithium hydroxide), O (water), [OH-].[Li+] (lithium hydroxide), C(C)OC(CCCN1C=C2N(C(N(C(C2=C1C1=CC=CC=C1)=O)C)=O)C)=O (4-(1,3-Dimethyl-2,4-dioxo-5-phenyl-1,2,3,4-tetrahydro-pyrrolo[3,4-d]pyrimidin-6-yl)-butyric acid ethyl ester). Procedure details: 4-(1,3-Dimethyl-2,4-dioxo-5-phenyl-1,2,3,4-tetrahydro-pyrrolo[3,4-d]pyrimidin-6-yl)-butyric acid ethyl ester (step 1)(1.01 g, 2.73 mmol) was dissolved in THF (10 ml) and water (10 ml) and lithium hydroxide (0.655 g, 27.3 mmol) were added. The mixture was stirred at 60° C. for 5 hours. Further lithium hydroxide (0.655 g, 27.3 mmol) was added and the mixture stirred at 60° C. for a further 24 hours. The reaction mixture was cooled to RT and concentrated under reduced pressure. The residue was acid... The product is CN1C(N(C(C=2C1=CN(C2C2=CC=CC=C2)CCCC(=O)O)=O)C)=O (4-(1,3-Dimethyl-2,4-dioxo-5-phenyl-1,2,3,4-tetrahydro-pyrrolo[3,4-d]pyrimidin-6-yl)-butyric acid). Solvent: C1CCOC1 (THF). The reactants are C(#N)[C@@H]1[C@@H](C(N1)=O)NC(C1=CC=CC=C1)(C1=CC=CC=C1)C1=CC=CC=C1 ((3S,4S)-4-cyano-3-triphenylmethylamino-2-azetidinone), ice water, Cl (hydrochloric acid), peroxide, [OH-].[Na+] (sodium hydroxide). The reagents and catalysts are S(=O)(=O)(O)[O-].C(CCC)[N+](CCCC)(CCCC)CCCC (tetra-n-butylammonium hydrogen sulfate). Run in ClCCl (dichloromethane). Product: C(N)(=O)[C@@H]1[C@@H](C(N1)=O)NC(C1=CC=CC=C1)(C1=CC=CC=C1)C1=CC=CC=C1 ((3S,4S)-4-carbamoyl-3-triphenylmethylamino-2-azetidinone). Reaction SMILES: [C:1]([C@H:3]1[NH:6][C:5](=[O:7])[C@H:4]1[NH:8][C:9]([C:22]1[CH:27]=[CH:26][CH:25]=[CH:24][CH:23]=1)([C:16]1[CH:21]=[CH:20][CH:19]=[CH:18][CH:17]=1)[C:10]1[CH:15]=[CH:14][CH:13]=[CH:12][CH:11]=1)#[N:2].[OH-:28].[Na+].Cl>ClCCl.S([O-])(O)(=O)=O.C([N+](CCCC)(CCCC)CCCC)CCC>[C:1]([C@H:3]1[NH:6][C:5](=[O:7])[C@H:4]1[NH:8][C:9]([C:10]1[CH:15]=[CH:14][CH:13]=[CH:12][CH:11]=1)([C:16]1[CH:17]=[CH:18][CH:19]=[CH:20][CH:21]=1)[C:22]1[CH:27]=[CH:26][CH:25]=[CH:24][CH:23]=1)(=[O:28])[NH2:2] |f:1.2,5.6|. Reported procedure: In 2 ml of dichloromethane is dissolved 160 mg of (3S,4S)-4-cyano-3-triphenylmethylamino-2-azetidinone and, following addition of 154 mg of tetra-n-butylammonium hydrogen sulfate, 0.103 ml of 30% aqueous peroxide and 0.68 ml of 1 N sodium hydroxide are added under ice-cooling and stirring. The mixtire is stirred vigorously for 30 minutes and poured into ice water containing 0.22 ml of 1 N hydrochloric acid. After phase separation, the aqueous layer is extracted twice with chloroform. The organic... As a reaction SMILES: [Zn:1].[C:2]([O:10][CH2:11][I:12])(=[O:9])[C:3]1[CH:8]=[CH:7][CH:6]=[CH:5][CH:4]=1.C(OC)(=O)C1C=CC=CC=1>C1COCC1>[I-:12].[C:2]([O:10][CH2:11][Zn+:1])(=[O:9])[C:3]1[CH:8]=[CH:7][CH:6]=[CH:5][CH:4]=1 |f:4.5|. Product: [I-].C(C1=CC=CC=C1)(=O)OC[Zn+] ((Benzoyloxymethyl)zinc(II) iodide). Reactants: C(C1=CC=CC=C1)(=O)OC (methyl benzoate), [Zn] (zinc), C(C1=CC=CC=C1)(=O)OCI (iodomethyl benzoate). Reported procedure: Title compound was prepared according to the procedure described in: Silhar, P.; Pohl, R.; Votruba, I.; Hocek, M. Org. Lett. 2004, 6, 3225. To a 10° C. solution of zinc (dust) (0.604 g, 9.24 mmol) in THF (1.7 mL) was added a solution of iodomethyl benzoate Part A (1.21 g, 4.62 mmol) in THF (2.1 mL) and the reaction was stirred at 10° C. 1.5 h. Reaction monitored by LCMS by observing the formation of hydrolyzed product (methyl benzoate). Material was used in the next step without purification as ... The solvent is C1CCOC1 (THF), C1CCOC1 (THF). Conditions: temperature 10 celsius. The reactants are CC(CC)O (2-Butanol), [BH4-].[Na+] (NaBH4), ClC1=CC=C(C=C1)C1=C(N=CN1C)C#N (5-(4-chlorophenyl)-1-methyl-1H-imidazole-4-carbonitrile), FC=1C=C(C[Mg]Br)C=C(C1)F ((3,5-difluorobenzyl)magnesium bromide), solution. Solvent: CO (MeOH), C1(=CC=CC=C1)C (toluene), C(C)OCC (diethylether). Reaction conditions: temperature 0 celsius, time 20 minute. The product is ClC1=CC=C(C=C1)C1=C(N=CN1C)C(CC1=CC(=CC(=C1)F)F)N (1-(5-(4-chlorophenyl)-1-methyl-1H-imidazol-4-yl)-2-(3,5-difluorophenyl)ethanamine). Reaction SMILES: [Cl:1][C:2]1[CH:7]=[CH:6][C:5]([C:8]2[N:12]([CH3:13])[CH:11]=[N:10][C:9]=2[C:14]#[N:15])=[CH:4][CH:3]=1.[F:16][C:17]1[CH:18]=[C:19]([CH:23]=[C:24]([F:26])[CH:25]=1)[CH2:20][Mg]Br.CC(O)CC.[BH4-].[Na+]>C1(C)C=CC=CC=1.C(OCC)C.CO>[Cl:1][C:2]1[CH:3]=[CH:4][C:5]([C:8]2[N:12]([CH3:13])[CH:11]=[N:10][C:9]=2[CH:14]([NH2:15])[CH2:20][C:19]2[CH:18]=[C:17]([F:16])[CH:25]=[C:24]([F:26])[CH:23]=2)=[CH:6][CH:7]=1 |f:3.4|. Reported procedure: To a solution of 5-(4-chlorophenyl)-1-methyl-1H-imidazole-4-carbonitrile (520 mg, 2.4 mmol) in toluene (13 mL) at 0° C. was added (3,5-difluorobenzyl)magnesium bromide (12.5 mL of a 0.25 M solution in diethylether). The reaction was stirred 20 min at 0° C. then let warm to ambient temperature. After stirring for 40 min, the reaction was cooled to 0° C. 2-Butanol (8 mL) and MeOH (4 mL) were added followed by addition of NaBH4 (135 mg, 3.6 mmol) and stirred for 20 min. The reaction was quenched by... The reactants are N1=C(C=CC=C1)CCC(C(=O)OCC)C(=O)OCC (diethyl β-(2-pyridyl)-ethylmalonate). Run in C(C)O (ethanol), [OH-].[Na+] (NaOH). Yields the product N1=C(C=CC=C1)CCCC(=O)O (4-(2-pyridyl)butanoic acid). Isolated yield 77.3%. Reaction SMILES: [N:1]1[CH:6]=[CH:5][CH:4]=[CH:3][C:2]=1[CH2:7][CH2:8][CH:9](C(OCC)=O)[C:10]([O:12]CC)=[O:11]>C(O)C.[OH-].[Na+]>[N:1]1[CH:6]=[CH:5][CH:4]=[CH:3][C:2]=1[CH2:7][CH2:8][CH2:9][C:10]([OH:12])=[O:11] |f:2.3|. Reported procedure: A solution of diethyl β-(2-pyridyl)-ethylmalonate (25 g, 94 mmol) in ethanol (100 mL) and NaOH (1M, 200 mL) was refluxed for 2 hours. The ethanol was removed by distillation, and the solution was acidified with concentrated H2SO4. The resulting solution was refluxed for 30 minutes, and then the pH was adjusted to 4. The solvent was removed and the residue was dried under vacuum. The residue was suspended in ethanol and filtered. The ethanol was removed to yield 4-(2-pyridyl)butanoic acid (46) (1...